This data is from the Open Reaction Database (ORD), a public repository of structured organic reaction records. The task is: describe an organic reaction: reactants, conditions, products, and yield Starting materials: [O-]P(=O)([O-])[O-].[K+].[K+].[K+] (potassium phosphate tribasic), ClC1=NC=C(C=C1N)N1CCOCC1 (2-Chloro-5-morpholinopyridin-3-amine), C(#N)C1=CC=C(C=C1)B(O)O (4-cyanophenylboronic acid), C1(CCCCC1)P(C1CCCCC1)C1CCCCC1 (tricyclohexylphosphine). Reagents/catalysts: C=1C=CC(=CC1)/C=C/C(=O)/C=C/C2=CC=CC=C2.C=1C=CC(=CC1)/C=C/C(=O)/C=C/C2=CC=CC=C2.C=1C=CC(=CC1)/C=C/C(=O)/C=C/C2=CC=CC=C2.[Pd].[Pd] (tris(dibenzylideneacetone)dipalladium). The solvent is O1CCOCC1 (1,4-dioxane), O (water). Run at temperature 90 celsius, time 19 hour. Yields the product NC=1C(=NC=C(C1)N1CCOCC1)C1=CC=C(C#N)C=C1 (4-(3-amino-5-morpholinopyridin-2-yl)benzonitrile). As a reaction SMILES: Cl[C:2]1[C:7]([NH2:8])=[CH:6][C:5]([N:9]2[CH2:14][CH2:13][O:12][CH2:11][CH2:10]2)=[CH:4][N:3]=1.[C:15]([C:17]1[CH:22]=[CH:21][C:20](B(O)O)=[CH:19][CH:18]=1)#[N:16].C1(P(C2CCCCC2)C2CCCCC2)CCCCC1.[O-]P([O-])([O-])=O.[K+].[K+].[K+]>C1C=CC(/C=C/C(/C=C/C2C=CC=CC=2)=O)=CC=1.C1C=CC(/C=C/C(/C=C/C2C=CC=CC=2)=O)=CC=1.C1C=CC(/C=C/C(/C=C/C2C=CC=CC=2)=O)=CC=1.[Pd].[Pd].O.O1CCOCC1>[NH2:8][C:7]1[C:2]([C:20]2[CH:21]=[CH:22][C:17]([C:15]#[N:16])=[CH:18][CH:19]=2)=[N:3][CH:4]=[C:5]([N:9]2[CH2:14][CH2:13][O:12][CH2:11][CH2:10]2)[CH:6]=1 |f:3.4.5.6,7.8.9.10.11|. Procedure: 2-Chloro-5-morpholinopyridin-3-amine (0.25 g, 1.2 mmol), 4-cyanophenylboronic acid (0.21 g, 1.4 mmol), tricyclohexylphosphine (39.4 mg, 0.14 mmol), and tris(dibenzylideneacetone)dipalladium (0) (64.8 g, 0.07 mmol) were added to a flask then degassed and backfilled with argon. To the flask, 1,4-dioxane (3.0 mL) and aq. 1.3M potassium phosphate tribasic (2.7 mL, 3.5 mmol) were added by syringe. The resulting reaction was heated to 90° C. and monitored with TLC and LC-MS. After 19 h, the reaction w... The reactants are CC1=C2C(=NC=C1)N=C(N2)CCC (7-Methyl-2-propylimidazo[4,5-b]pyridine), C(C)(C)(C)OC(=O)C1=C(C=CC=C1)C1=CC=C(C=C1)CBr (2-t-butoxycarbonyl-4'-bromomethylbiphenyl). Product: C(=O)(O)C1=C(C2=CC=C(C=C2)CN2C(=NC=3C2=NC=CC3C)CCC)C=CC=C1 (3-(2'-carboxybiphen-4-yl)methyl-7-methyl-2-propyl-3H-imidazo[4,5-b]pyridin). RXN SMILES: [CH3:1][C:2]1[CH:7]=[CH:6][N:5]=[C:4]2[N:8]=[C:9]([CH2:11][CH2:12][CH3:13])[NH:10][C:3]=12.C([O:18][C:19]([C:21]1[CH:26]=[CH:25][CH:24]=[CH:23][C:22]=1[C:27]1[CH:32]=[CH:31][C:30]([CH2:33]Br)=[CH:29][CH:28]=1)=[O:20])(C)(C)C>>[C:19]([C:21]1[CH:26]=[CH:25][CH:24]=[CH:23][C:22]=1[C:27]1[CH:32]=[CH:31][C:30]([CH2:33][N:8]2[C:4]3=[N:5][CH:6]=[CH:7][C:2]([CH3:1])=[C:3]3[N:10]=[C:9]2[CH2:11][CH2:12][CH3:13])=[CH:29][CH:28]=1)([OH:20])=[O:18]. Procedure details: 7-Methyl-2-propylimidazo[4,5-b]pyridine (described in Example 9) was alkylated with 2-t-butoxycarbonyl-4'-bromomethylbiphenyl and the resulting protected derivatives was deprotected according to the procedure described in Step 2 of Example 3. Reactants: COC1=CC=C(C=C1)CCCCCCBr (6-(4-methoxyphenyl)hexyl bromide), I (hydriodic acid). Run in C(C)(=O)O (acetic acid). The product is OC1=CC=C(C=C1)CCCCCCI (6-(4-Hydroxyphenyl)hexyl iodide). RXN SMILES: C[O:2][C:3]1[CH:8]=[CH:7][C:6]([CH2:9][CH2:10][CH2:11][CH2:12][CH2:13][CH2:14]Br)=[CH:5][CH:4]=1.[IH:16]>C(O)(=O)C>[OH:2][C:3]1[CH:8]=[CH:7][C:6]([CH2:9][CH2:10][CH2:11][CH2:12][CH2:13][CH2:14][I:16])=[CH:5][CH:4]=1. Reported procedure: A solution of 68 g. (0.25 mole) of 6-(4-methoxyphenyl)hexyl bromide in 500 ml. of glacial acetic acid was treated with 200 ml. of 50% aqueous hydriodic acid. The reaction was boiled at reflux for 5 hours. During the reflux period the condenser was removed briefly from time to time to allow methyl iodide to escape. The reaction was evaporated to dryness in vacuo. The residue was partitioned between water and ether. The organic phase was washed with water, then with dilute sodium thiosulfate until... Procedure: A solution of tert-butyl 8-bromo-2,3-dihydro-1,4-benzoxazepine-4(5H)-carboxylate (300 mg, 0.609 mmol), cis-2,6-dimethylmorpholine (0.370 ml, 3.00 mmol), X-phos (26.1 mg, 0.0548 mmol), tris(dibenzylideneacetone)dipalladium(0) (16.6 mg, 0.0181 mmol), sodium tert-butoxide (131 mg, 1.37 mmol) and dioxane (6 ml) was stirred under an argon atmosphere for 2 hr at 80° C. The reaction mixture was poured into water, and the mixture was extracted with ethyl acetate. The extract was washed with water and dr... Reagents/catalysts: C=1C=CC(=CC1)/C=C/C(=O)/C=C/C2=CC=CC=C2.C=1C=CC(=CC1)/C=C/C(=O)/C=C/C2=CC=CC=C2.C=1C=CC(=CC1)/C=C/C(=O)/C=C/C2=CC=CC=C2.[Pd].[Pd] (tris(dibenzylideneacetone)dipalladium(0)), CC(C)C1=CC(=C(C(=C1)C(C)C)C2=C(C=CC=C2)P(C3CCCCC3)C4CCCCC4)C(C)C (X-phos). As a reaction SMILES: Br[C:2]1[CH:19]=[CH:18][C:5]2[CH2:6][N:7]([C:11]([O:13][C:14]([CH3:17])([CH3:16])[CH3:15])=[O:12])[CH2:8][CH2:9][O:10][C:4]=2[CH:3]=1.[CH3:20][C@H:21]1[O:26][C@@H:25]([CH3:27])[CH2:24][NH:23][CH2:22]1.CC(C)([O-])C.[Na+].O1CCOCC1>C1C=CC(/C=C/C(/C=C/C2C=CC=CC=2)=O)=CC=1.C1C=CC(/C=C/C(/C=C/C2C=CC=CC=2)=O)=CC=1.C1C=CC(/C=C/C(/C=C/C2C=CC=CC=2)=O)=CC=1.[Pd].[Pd].CC(C1C=C(C(C)C)C(C2C=CC=CC=2P(C2CCCCC2)C2CCCCC2)=C(C(C)C)C=1)C.O>[CH3:27][C@H:25]1[O:26][C@@H:21]([CH3:20])[CH2:22][N:23]([C:2]2[CH:19]=[CH:18][C:5]3[CH2:6][N:7]([C:11]([O:13][C:14]([CH3:17])([CH3:16])[CH3:15])=[O:12])[CH2:8][CH2:9][O:10][C:4]=3[CH:3]=2)[CH2:24]1 |f:2.3,5.6.7.8.9|. The solvent is O (water). Isolated yield 135.9%. Starting materials: BrC1=CC2=C(CN(CCO2)C(=O)OC(C)(C)C)C=C1 (tert-butyl 8-bromo-2,3-dihydro-1,4-benzoxazepine-4(5H)-carboxylate), C[C@@H]1CNC[C@@H](O1)C (cis-2,6-dimethylmorpholine), CC(C)([O-])C.[Na+] (sodium tert-butoxide), O1CCOCC1 (dioxane). Yields the product C[C@@H]1CN(C[C@@H](O1)C)C1=CC2=C(CN(CCO2)C(=O)OC(C)(C)C)C=C1 (tert-butyl 8-(cis-2,6-dimethylmorpholin-4-yl)-2,3-dihydro-1,4-benzoxazepine-4(5H)-carboxylate). Reactants: CC(C)CNCc1ccc(-c2cccc(S(C)(=O)=O)c2)s1, CCN(C(C)C)C(C)C, ClCCl, Cc1ccc(F)cc1S(=O)(=O)Cl. Yields the product Cc1ccc(F)cc1S(=O)(=O)N(Cc1ccc(-c2cccc(S(C)(=O)=O)c2)s1)CC(C)C. RXN SMILES: [CH2:1]([CH:2]([CH3:3])[CH3:4])[NH:5][CH2:6][c:7]1[s:8][c:9](-[c:12]2[cH:13][c:14]([S:18](=[O:19])(=[O:20])[CH3:21])[cH:15][cH:16][cH:17]2)[cH:10][cH:11]1.[CH:34]([N:35]([CH2:36][CH3:37])[CH:38]([CH3:39])[CH3:40])([CH3:41])[CH3:42].[Cl:43][CH2:44][Cl:45].[F:22][c:23]1[cH:24][cH:25][c:26]([CH3:33])[c:27]([S:29](=[O:30])(=[O:31])[Cl:32])[cH:28]1>>[CH2:1]([CH:2]([CH3:3])[CH3:4])[N:5]([CH2:6][c:7]1[s:8][c:9](-[c:12]2[cH:13][c:14]([S:18](=[O:19])(=[O:20])[CH3:21])[cH:15][cH:16][cH:17]2)[cH:10][cH:11]1)[S:29]([c:27]1[c:26]([CH3:33])[cH:25][cH:24][c:23]([F:22])[cH:28]1)(=[O:30])=[O:31].